The task is: describe an organic reaction: reactants, conditions, products, and yield. This data is from the Open Reaction Database (ORD), a public repository of structured organic reaction records. Reactants: CCO, CC(C)CC1NC(=O)CC1=O, [H][H]. RXN SMILES: [CH3:14][CH2:15][OH:16].[CH3:1][CH:2]([CH2:3][CH:4]1[C:5](=[O:10])[CH2:6][C:7](=[O:9])[NH:8]1)[CH3:11].[H:12][H:13]>>[CH3:1][CH:2]([CH2:3][CH:4]1[CH:5]([OH:10])[CH2:6][C:7](=[O:9])[NH:8]1)[CH3:11]. The product is CC(C)CC1NC(=O)CC1O. The reactants are [BH4-], C1CCOC1, Oc1ccccc1C(Cl)C(F)(F)F, [Na+]. The product is Oc1ccccc1CC(F)(F)F. As a reaction SMILES: [BH4-:1].[CH2:16]1[O:17][CH2:18][CH2:19][CH2:20]1.[Cl:3][CH:4]([C:5]([F:6])([F:7])[F:8])[c:9]1[c:10]([OH:15])[cH:11][cH:12][cH:13][cH:14]1.[Na+:2]>>[CH2:4]([C:5]([F:6])([F:7])[F:8])[c:9]1[c:10]([OH:15])[cH:11][cH:12][cH:13][cH:14]1. Starting materials: [N+](=O)([O-])C=1C=C(C(=O)OC)C=CN1 (methyl 2-nitroisonicotinate), C(C)N (ethylamine). Product: C(C)NC(C1=CC(=NC=C1)[N+](=O)[O-])=O (N-Ethyl 2-nitroisonicotinamide). As a reaction SMILES: [N+:1]([C:4]1[CH:5]=[C:6]([CH:11]=[CH:12][N:13]=1)[C:7]([O:9]C)=O)([O-:3])=[O:2].[CH2:14]([NH2:16])[CH3:15]>>[CH2:14]([NH:16][C:7](=[O:9])[C:6]1[CH:11]=[CH:12][N:13]=[C:4]([N+:1]([O-:3])=[O:2])[CH:5]=1)[CH3:15]. Procedure: A mixture of 500 mg. of methyl 2-nitroisonicotinate and 2 ml. of 70% ethylamine was stirred at room temperature for 5 hours. The reaction mixture was extracted with ethyl acetate. The extract was washed with water, dried and then the solvent was distilled off. The crystalline residue was recrystallized from ethyl acetate-n-hexane to give 328 mg. of the desired product.